describe an organic reaction: reactants, conditions, products, and yield From a dataset of the Open Reaction Database (ORD), a public repository of structured organic reaction records. The reactants are CNc1cc(Br)cc(Sc2ccc([N+](=O)[O-])cc2)c1, [BH3-]C#N, C=O, CC(=O)O, CC#N, [Na+]. The product is CN(C)c1cc(Br)cc(Sc2ccc([N+](=O)[O-])cc2)c1. RXN SMILES: [Br:1][c:2]1[cH:3][c:4]([NH:18][CH3:19])[cH:5][c:6]([S:8][c:9]2[cH:10][cH:11][c:12]([N+:15](=[O:16])[O-:17])[cH:13][cH:14]2)[cH:7]1.[C:22]([BH3-:23])#[N:24].[CH2:20]=[O:21].[CH3:26][C:27](=[O:28])[OH:29].[CH3:30][C:31]#[N:32].[Na+:25]>>[Br:1][c:2]1[cH:3][c:4]([N:18]([CH3:19])[CH3:22])[cH:5][c:6]([S:8][c:9]2[cH:10][cH:11][c:12]([N+:15](=[O:16])[O-:17])[cH:13][cH:14]2)[cH:7]1. As a reaction SMILES: Cl[C:2]1[CH:7]=[C:6]([C:8]([F:11])([F:10])[F:9])[N:5]=[C:4]([C:12]2[CH:17]=[N:16][CH:15]=[CH:14][N:13]=2)[N:3]=1.[CH3:18][O:19][C:20]1[CH:26]=[CH:25][C:24]([CH3:27])=[CH:23][C:21]=1[NH2:22]>>[CH3:18][O:19][C:20]1[CH:26]=[CH:25][C:24]([CH3:27])=[CH:23][C:21]=1[NH:22][C:2]1[CH:7]=[C:6]([C:8]([F:11])([F:10])[F:9])[N:5]=[C:4]([C:12]2[CH:17]=[N:16][CH:15]=[CH:14][N:13]=2)[N:3]=1. Product: COC1=C(NC2=NC(=NC(=C2)C(F)(F)F)C2=NC=CN=C2)C=C(C=C1)C (4-(2-Methoxy-5-methylanilino)-2-(2-pyrazinyl)-6-trifluoromethylpyrimidine), solid. Reactants: ClC1=NC(=NC(=C1)C(F)(F)F)C1=NC=CN=C1 (4-chloro-2-(2-pyrazinyl)-6-trifluoromethylpyrimidine), COC1=C(N)C=C(C=C1)C (2-methoxy-5-methylaniline). Procedure details: The title compound was prepared from 4-chloro-2-(2-pyrazinyl)-6-trifluoromethylpyrimidine (40 mg, 0.152 mmol) and 2-methoxy-5-methylaniline (28 mg, 0.231 mmol) similar to example 180 and was isolated as a solid (43 mg, 81%). 1H NMR (CDCl3): 9.73 (m, 1H), 8.44–8.41 (m, 1H), 7.81–7.75 (m, 1H), 7.46 (s, 1H), 7.34–7.28 (m, 2H), 7.23 (t, J=8.1 Hz, 1H), 7.09–7.06 (m, 1H), 7.00–6.97 (m, 1H), 6.55 (d, J=0.6 Hz, 1H), 2.44 (s, 3H), 2.43 (d, J=0.6, 3H). Isolated yield 81.0%. The reactants are C(=O)(OCC1=CC=CC=C1)NCCC[C@@H](NC(C(C1=CC=CC=C1)C1=CC=CC=C1)=O)C(=O)N[C@@H](CO)C1=CC=C(C=C1)OC ((R)-N5 -(Cbz)-N2 -(diphenylacetyl)-(R)-N-[2-hydroxy-1-(4-methoxyphenyl)-ethyl]ornithine amide), Cl (HCl). Reagents/catalysts: [Pd] (Pd/C). Run in CO (MeOH). Product: Cl.C1(=CC=CC=C1)C(C(=O)N[C@H](CCCN)C(=O)N[C@@H](CO)C1=CC=C(C=C1)OC)C1=CC=CC=C1 ((R)-N2 -(Diphenylacetyl)-(R)-N-[2-hydroxy-1-(4-methoxyphenyl)ethyl]-ornithine amide hydrochloride). Reaction SMILES: C([NH:11][CH2:12][CH2:13][CH2:14][C@H:15]([C:32]([NH:34][C@H:35]([C:38]1[CH:43]=[CH:42][C:41]([O:44][CH3:45])=[CH:40][CH:39]=1)[CH2:36][OH:37])=[O:33])[NH:16][C:17](=[O:31])[CH:18]([C:25]1[CH:30]=[CH:29][CH:28]=[CH:27][CH:26]=1)[C:19]1[CH:24]=[CH:23][CH:22]=[CH:21][CH:20]=1)(OCC1C=CC=CC=1)=O.[ClH:46]>[Pd].CO>[ClH:46].[C:19]1([CH:18]([C:25]2[CH:30]=[CH:29][CH:28]=[CH:27][CH:26]=2)[C:17]([NH:16][C@@H:15]([C:32]([NH:34][C@H:35]([C:38]2[CH:43]=[CH:42][C:41]([O:44][CH3:45])=[CH:40][CH:39]=2)[CH2:36][OH:37])=[O:33])[CH2:14][CH2:13][CH2:12][NH2:11])=[O:31])[CH:24]=[CH:23][CH:22]=[CH:21][CH:20]=1 |f:4.5|. Procedure details: Prepared according to the method described in Example 1(e) above from (R)-N5 -(Cbz)-N2 -(diphenylacetyl)-(R)-N-[2-hydroxy-1-(4-methoxyphenyl)-ethyl]ornithine amide (0.63 g; from step (c) above), 10% Pd/C (0.30 g), MeOH (100 mL) and concentrated HCl (1 mL) under hydrogen, 18 hours reaction time to give the crude sub-title compound as a solid (0.57 g) which was used without purification. Reactants: ClC1=C(C=CC=C1)O (ortho-chlorophenol), ClC1=C(C=CC(=C1)Cl)O (2,4-dichlorophenol). The product is ClC1=C(C(=CC(=C1)Cl)Cl)O (2,4,6-trichlorophenol). RXN SMILES: [Cl:1]C1C=CC=CC=1O.[Cl:9][C:10]1[CH:15]=[C:14]([Cl:16])[CH:13]=[CH:12][C:11]=1[OH:17]>>[Cl:9][C:10]1[CH:15]=[C:14]([Cl:16])[CH:13]=[C:12]([Cl:1])[C:11]=1[OH:17]. Procedure: The chlorination was continued for 12 minutes until the ortho-chlorophenol and 2,4-dichlorophenol had almost completely disappeared (less than 0.2% in the mixture). Product: CN(CCC1(C2=C(CCC3=C1C=CC=C3)C=CC=C2)C#N)C (5-(2-dimethylaminoethyl)-10,11-dihydro-5H-dibenzo[a,d]cycloheptene-5-carbonitrile). Reported procedure: To a solution of 10,11-dihydro-5H-dibenzo[a,d]cycloheptene-5-carbonitrile (100) (Med. Chem. Res. 1, 401 (1991)) (1.0 g, 4.56 mmol) and N-(2-chloroethyl)-N,N-dimethylamine hydrochloride (0.72 g, 5 mmol) in benzene (20 mL) was added 8.8 mL of a 1.3M solution of lithium hexamethyldisilazide (11.4 mmol). The mixture was heated at reflux under nitrogen for 18 hr and the solvent then removed under vacuum. The residue was treated with water (20 mL) and extracted twice with methylene chloride (20 mL). T... Reaction SMILES: [CH:1]1[C:11]2[CH2:10][CH2:9][C:8]3[CH:12]=[CH:13][CH:14]=[CH:15][C:7]=3[CH:6]([C:16]#[N:17])[C:5]=2[CH:4]=[CH:3][CH:2]=1.Cl.Cl[CH2:20][CH2:21][N:22]([CH3:24])[CH3:23].C[Si](C)(C)[N-][Si](C)(C)C.[Li+]>C1C=CC=CC=1>[CH3:23][N:22]([CH3:24])[CH2:21][CH2:20][C:6]1([C:16]#[N:17])[C:7]2[CH:15]=[CH:14][CH:13]=[CH:12][C:8]=2[CH2:9][CH2:10][C:11]2[CH:1]=[CH:2][CH:3]=[CH:4][C:5]1=2 |f:1.2,3.4|. Starting materials: C1=CC=CC=2C(C3=C(CCC21)C=CC=C3)C#N (10,11-dihydro-5H-dibenzo[a,d]cycloheptene-5-carbonitrile), Cl.ClCCN(C)C (N-(2-chloroethyl)-N,N-dimethylamine hydrochloride), solution, C[Si]([N-][Si](C)(C)C)(C)C.[Li+] (lithium hexamethyldisilazide). Solvent: C1=CC=CC=C1 (benzene). Starting materials: CC1=CC=NC=C1C#N (4-methylnicotinonitrile), methylmagnesium iodide-ether, CCOCC (ether), [OH-].[Na+] (sodium hydroxide), Cl (hydrochloric acid). The product is C(C)(=O)C=1C=NC=CC1C (3-acetyl-4-methylpyridine). Procedure details: To a solution of compound (14)(2.0 g, 16.9 mmol) in ether (13 ml) was added a methylmagnesium iodide-ether solution (18.2 ml, 27.4 mmol) under ice-cooling. The reaction mixture was heated to 50° C. and stirred overnight. The reaction mixture was again ice-cooled and 5% hydrochloric acid (400 ml) was added. The reaction mixture was neutralized with a 1N aqueous sodium hydroxide solution and extracted with ethyl acetate. The extract was combined and dried (MgSO4) and the solvent was evaporated und... Yield: 55.0%. Reaction SMILES: [CH3:1][C:2]1[C:7]([C:8]#N)=[CH:6][N:5]=[CH:4][CH:3]=1.Cl.[OH-:11].[Na+].[CH3:13]COCC>>[C:8]([C:7]1[CH:6]=[N:5][CH:4]=[CH:3][C:2]=1[CH3:1])(=[O:11])[CH3:13] |f:2.3|. Run at temperature 50 celsius, time 8 hour. Reactants: C(=O)(C(F)(F)F)O (TFA), C(C)(C)(C)OC(=O)NC1=C(N=C(S1)C1=C(C=CC=C1F)F)C(=O)NC=1C(=C2C(=NC1)C(CC2)C#N)N2C[C@H](CCC2)NC(OC(C)(C)C)=O (tert-butyl {(3S)-1-[3-({[5-[(tert-butoxycarbonyl)amino]-2-(2,6-difluorophenyl)-1,3-thiazol-4-yl]carbonyl}amino)-7-cyano-6,7-dihydro-5H-cyclopenta[b]pyridin-4-yl]piperidin-3-yl}carbamate). The solvent is C(Cl)Cl (DCM). Reaction conditions: time 15 minute. The product is NC1=C(N=C(S1)C1=C(C=CC=C1F)F)C(=O)NC=1C(=C2C(=NC1)C(CC2)C#N)N2C[C@H](CCC2)N (5-Amino-N-{4-[(3S)-3-aminopiperidin-1-yl]-7-cyano-6,7-dihydro-5H-cyclopenta[b]pyridin-3-yl}-2-(2,6-difluorophenyl)-1,3-thiazole-4-carboxamide). Yield: 112.1%. RXN SMILES: C(O)(C(F)(F)F)=O.C(OC([NH:15][C:16]1[S:20][C:19]([C:21]2[C:26]([F:27])=[CH:25][CH:24]=[CH:23][C:22]=2[F:28])=[N:18][C:17]=1[C:29]([NH:31][C:32]1[C:33]([N:43]2[CH2:48][CH2:47][CH2:46][C@H:45]([NH:49]C(=O)OC(C)(C)C)[CH2:44]2)=[C:34]2[CH2:40][CH2:39][CH:38]([C:41]#[N:42])[C:35]2=[N:36][CH:37]=1)=[O:30])=O)(C)(C)C>C(Cl)Cl>[NH2:15][C:16]1[S:20][C:19]([C:21]2[C:26]([F:27])=[CH:25][CH:24]=[CH:23][C:22]=2[F:28])=[N:18][C:17]=1[C:29]([NH:31][C:32]1[C:33]([N:43]2[CH2:48][CH2:47][CH2:46][C@H:45]([NH2:49])[CH2:44]2)=[C:34]2[CH2:40][CH2:39][CH:38]([C:41]#[N:42])[C:35]2=[N:36][CH:37]=1)=[O:30]. Procedure: TFA (0.02 mL, 0.3 mmol) was added to a solution of tert-butyl {(3S)-1-[3-({[5-[(tert-butoxycarbonyl)amino]-2-(2,6-difluorophenyl)-1,3-thiazol-4-yl]carbonyl}amino)-7-cyano-6,7-dihydro-5H-cyclopenta[b]pyridin-4-yl]piperidin-3-yl}carbamate (5.0 mg, 0.0072 mmol) in DCM (0.009 mL). The reaction mixture was stirred at room temperature for 15 min., then evaporated under reduced pressure. The resulting mixture was diluted with MeOH and neutralized with small amount of NH4OH. After filtration, the crude ... Starting materials: [BH4-], COC(=O)c1cc(Br)cc(C(F)(F)F)c1, [Cl-], [Li+], [NH4+], O. The product is OCc1cc(Br)cc(C(F)(F)F)c1. Reaction SMILES: [BH4-:1].[Br:3][c:4]1[cH:5][c:6]([C:7](=[O:8])[O:9][CH3:10])[cH:11][c:12]([C:14]([F:15])([F:16])[F:17])[cH:13]1.[Cl-:19].[Li+:2].[NH4+:20].[OH2:18]>>[Br:3][c:4]1[cH:5][c:6]([CH2:7][OH:8])[cH:11][c:12]([C:14]([F:15])([F:16])[F:17])[cH:13]1.